From a dataset of the Open Reaction Database (ORD), a public repository of structured organic reaction records. describe an organic reaction: reactants, conditions, products, and yield Reactants: ClC1(C2CCC(C2CC1=O)CCCCCO[Si](C)(C)C(C)(C)C)Cl (6,6-dichloro-2-(5-[(1,1-dimethylethyl)dimethylsiloxy]pent-1-yl)bicyclo[3.3.0]octan-7-one), ClC1(C(CC2C(CCC12)CCCCCO[Si](C)(C)C(C)(C)C)=O)Cl (1,1-dichloro-4-[5-[[(1,1-dimethylethyl)dimethylsilyl]oxy]pentyl]hexahydro-2(1H)-pentalenone), CCOCC (ether). Reagents/catalysts: [Zn] (zinc). Run in C(C)(=O)O (acetic acid). Conditions: temperature 70 celsius. The product is OCCCCCC12CCCC2CC(C1)=O ((5-hydroxypent-1-yl)bicyclo-[3.3.0]octan-7-one). Reaction SMILES: ClC1(Cl)C(=O)[CH2:8][CH:7]2[CH:3]1[CH2:4][CH2:5][CH:6]2[CH2:11][CH2:12][CH2:13][CH2:14][CH2:15][O:16][Si](C(C)(C)C)(C)C.CC[O:27][CH2:28][CH3:29]>C(O)(=O)C.[Zn]>[OH:16][CH2:15][CH2:14][CH2:13][CH2:12][CH2:11][C:6]12[CH2:29][C:28](=[O:27])[CH2:8][CH:7]1[CH2:3][CH2:4][CH2:5]2. Procedure details: The starting material, 6,6-dichloro-2-(5-[(1,1-dimethylethyl)dimethylsiloxy]pent-1-yl)bicyclo[3.3.0]octan-7-one {1,1-dichloro-4-[5-[[(1,1-dimethylethyl)dimethylsilyl]oxy]pentyl]hexahydro-2(1H)-pentalenone} (12.1 g, 0.30 moles) is dissolved in glacial acetic acid (85 ml) and the solution is stirred while zinc (25 g) is slowly added. The reaction is heated at 70° C. for 1 hour, after which time ether (100 ml) is added and the solution filtered. The filtrate is washed with brine and then neutralize... Starting materials: BrCC1=CC=C(C=C1)C=1C(=CC=CC1)C(=O)OC (methyl 4'-(bromomethyl)biphenyl-2-carboxylate), [H-].[Na+] (Sodium hydride), CC=1NC2=CC=CN=C2C(C1)=O (2-methyl-1,5-naphthyridin-4(1H)-one), [H][H] (hydrogen). The solvent is CN(C=O)C (DMF), O (water), CN(C=O)C (N,N-dimethylformamide). Run at time 16 hour. Yields the product CC1=NC2=CC=CN=C2C(=C1)OCC1=CC=C(C=C1)C=1C(=CC=CC1)C(=O)OC (methyl 4'-[(2-methyl-1,5-naphthyridin-4-yloxy)methyl]biphenyl-2-carboxylate). As a reaction SMILES: [H-].[Na+].[CH3:3][C:4]1[NH:5][C:6]2[C:11]([C:12](=[O:14])[CH:13]=1)=[N:10][CH:9]=[CH:8][CH:7]=2.[H][H].Br[CH2:18][C:19]1[CH:24]=[CH:23][C:22]([C:25]2[C:26]([C:31]([O:33][CH3:34])=[O:32])=[CH:27][CH:28]=[CH:29][CH:30]=2)=[CH:21][CH:20]=1>CN(C)C=O.O>[CH3:3][C:4]1[CH:13]=[C:12]([O:14][CH2:18][C:19]2[CH:24]=[CH:23][C:22]([C:25]3[C:26]([C:31]([O:33][CH3:34])=[O:32])=[CH:27][CH:28]=[CH:29][CH:30]=3)=[CH:21][CH:20]=2)[C:11]2[C:6](=[CH:7][CH:8]=[CH:9][N:10]=2)[N:5]=1 |f:0.1|. Procedure details: Sodium hydride (60% dispersion in mineral oil; 80 mg) was added to a stirred suspension of the 1,5-naphthyridinone (D1) (320 mg) in N,N-dimethylformamide (DMF) (10 ml). The mixture was stirred until evolution of hydrogen had ceased and then a solution of the bromomethyl compound (C1) in DMF (2 ml) was added. Stirring was continued for 16 hours and then water (100 ml) was added. The mixture was extracted with ethyl acetate (3×25 ml) and the extracts were washed with water (25 ml), followed by sat... Starting materials: [BH4-], O=Cc1cccc(Br)n1, CO, [Na+]. Yields the product OCc1cccc(Br)n1. As a reaction SMILES: [BH4-:10].[Br:1][c:2]1[cH:3][cH:4][cH:5][c:6]([CH:8]=[O:9])[n:7]1.[CH3:12][OH:13].[Na+:11]>>[Br:1][c:2]1[cH:3][cH:4][cH:5][c:6]([CH2:8][OH:9])[n:7]1. Reactants: CCOCCN1CCNCC1, CCSC1=NC(=O)C(=Cc2ccc3c(cnn3Cc3ccc(Cl)cc3C(F)(F)F)c2)S1. Yields the product CCOCCN1CCN(C2=NC(=O)C(=Cc3ccc4c(cnn4Cc4ccc(Cl)cc4C(F)(F)F)c3)S2)CC1. RXN SMILES: [CH2:32]([CH3:33])[O:34][CH2:35][CH2:36][N:37]1[CH2:38][CH2:39][NH:40][CH2:41][CH2:42]1.[Cl:1][c:2]1[cH:3][c:4]([C:28]([F:29])([F:30])[F:31])[c:5]([CH2:6][n:7]2[n:8][cH:9][c:10]3[cH:11][c:12]([CH:16]=[C:17]4[C:18](=[O:25])[N:19]=[C:20]([S:22][CH2:23][CH3:24])[S:21]4)[cH:13][cH:14][c:15]23)[cH:26][cH:27]1>>[Cl:1][c:2]1[cH:3][c:4]([C:28]([F:29])([F:30])[F:31])[c:5]([CH2:6][n:7]2[n:8][cH:9][c:10]3[cH:11][c:12]([CH:16]=[C:17]4[C:18](=[O:25])[N:19]=[C:20]([N:40]5[CH2:39][CH2:38][N:37]([CH2:36][CH2:35][O:34][CH2:32][CH3:33])[CH2:42][CH2:41]5)[S:21]4)[cH:13][cH:14][c:15]23)[cH:26][cH:27]1. Reactants: Cl (HCl), O.O.Cl[Sn]Cl (SnC12.2H2O), [H][H] (hydrogen), OC1=C(C(=C(C=C1[N+](=O)[O-])[N+](=O)[O-])O)Cl (1,3-dihydroxy-2-chloro-4,6-dinitrobenzene), C(C)(=O)O (acetic acid), CC(=O)[O-].[Na+] (NaOAc). The reagents and catalysts are [Pd] (Pd/C). Run in O (H2O), O (H2O). Yields the product Cl.Cl.NC1=CC(=C(C=C1O)O)N (diamino resorcinol dihydrochloride). RXN SMILES: [OH:1][C:2]1[C:7]([N+:8]([O-])=O)=[CH:6][C:5]([N+:11]([O-])=O)=[C:4]([OH:14])[C:3]=1[Cl:15].C(O)(=O)C.CC([O-])=O.[Na+].[H][H].Cl.O.O.[Cl:30][Sn]Cl>O.[Pd]>[ClH:15].[ClH:30].[NH2:8][C:7]1[C:2]([OH:1])=[CH:3][C:4]([OH:14])=[C:5]([NH2:11])[CH:6]=1 |f:2.3,6.7.8,11.12.13|. Procedure details: A one-liter Hastalloy C autoclave equipped with gas dispersion stirrer and cooling coil is charged with 117.3 g (0.5 mole) of 1,3-dihydroxy-2-chloro-4,6-dinitrobenzene, 400 mol of glacial acetic acid, 41 g (~0.5 mole) of NaOAc, ~7.0 g of 10 percent Pd/C and 100 ml of H2O. The sealed reactor is charged with 400 psi of H2 and the temperature is brought to 40° C. and maintained between 40° C.-50° C. during the course of the reaction. After a brief induction period, the uptake of hydrogen becomes ex... Reactants: CCO, ClCc1ccccn1, Cl, N#Cc1c(-c2ccco2)nc(N)[nH]c1=S. Yields the product N#Cc1c(SCc2ccccn2)nc(N)nc1-c1ccco1. Reaction SMILES: [CH3:25][CH2:26][OH:27].[Cl:17][CH2:18][c:19]1[n:20][cH:21][cH:22][cH:23][cH:24]1.[ClH:16].[NH2:1][c:2]1[nH:3][c:4](=[S:15])[c:5]([C:13]#[N:14])[c:6](-[c:8]2[o:9][cH:10][cH:11][cH:12]2)[n:7]1>>[NH2:1][c:2]1[n:3][c:4]([S:15][CH2:18][c:19]2[n:20][cH:21][cH:22][cH:23][cH:24]2)[c:5]([C:13]#[N:14])[c:6](-[c:8]2[o:9][cH:10][cH:11][cH:12]2)[n:7]1. The reactants are ClC1=NC=C2N=CN(C2=N1)CC1=C(C=CC=C1)F (2-chloro-9-(2-fluorobenzyl)-9H-purine), CNC (N,N-dimethylamine). Product: CN(C)C1=NC=C2N=CN(C2=N1)CC1=C(C=CC=C1)F (2-(N,N-dimethylamino)-9-(2-fluorobenzyl)-9H-purine). Reaction SMILES: Cl[C:2]1[N:10]=[C:9]2[C:5]([N:6]=[CH:7][N:8]2[CH2:11][C:12]2[CH:17]=[CH:16][CH:15]=[CH:14][C:13]=2[F:18])=[CH:4][N:3]=1.[CH3:19][NH:20][CH3:21]>>[CH3:19][N:20]([C:2]1[N:10]=[C:9]2[C:5]([N:6]=[CH:7][N:8]2[CH2:11][C:12]2[CH:17]=[CH:16][CH:15]=[CH:14][C:13]=2[F:18])=[CH:4][N:3]=1)[CH3:21]. Reported procedure: In a manner analogous to that described in Example 2 it is also possible, by reacting 2-chloro-9-(2-fluorobenzyl)-9H-purine (Example 7) with N,N-dimethylamine, to obtain the 2-(N,N-dimethylamino)-9-(2-fluorobenzyl)-9H-purine, which has a melting range of from 112° to 113° (methanol/diethyl ether), the reaction mixture being heated for 24 hours at from 80° to 85°. Reactants: NC1=C2N=C(N(C2=NC(=N1)S)CC1=CC=CC=C1)O (6-amino-9-benzyl-8-hydroxy-2-mercaptopurine), C([O-])([O-])=O.[K+].[K+] (potassium carbonate), BrCC1OCCO1 (2-bromomethyl-1,3-dioxolane). Run in CN(C=O)C (dimethylformamide). Reaction conditions: time 3 hour. Yields the product NC1=C2N=C(N(C2=NC(=N1)SCC1OCCO1)CC1=CC=CC=C1)O (6-Amino-9-benzyl-2-[(1,3-dioxolan-2-yl)-methyl]thio-8-hydroxypurine). Yield: 27.8%. As a reaction SMILES: [NH2:1][C:2]1[N:10]=[C:9]([SH:11])[N:8]=[C:7]2[C:3]=1[N:4]=[C:5]([OH:19])[N:6]2[CH2:12][C:13]1[CH:18]=[CH:17][CH:16]=[CH:15][CH:14]=1.C(=O)([O-])[O-].[K+].[K+].Br[CH2:27][CH:28]1[O:32][CH2:31][CH2:30][O:29]1>CN(C)C=O>[NH2:1][C:2]1[N:10]=[C:9]([S:11][CH2:27][CH:28]2[O:32][CH2:31][CH2:30][O:29]2)[N:8]=[C:7]2[C:3]=1[N:4]=[C:5]([OH:19])[N:6]2[CH2:12][C:13]1[CH:18]=[CH:17][CH:16]=[CH:15][CH:14]=1 |f:1.2.3|. Procedure: Crude 6-amino-9-benzyl-8-hydroxy-2-mercaptopurine (200 mg, 0.73 mmol) was suspended in dimethylformamide (80 ml). To the suspension were added potassium carbonate (150 mg, 1.1 mmol) and 2-bromomethyl-1,3-dioxolane (0.11 ml, 1.1 mmol) in order. The mixture was stirred at room temperature for 3 hours. The solvent was removed in vacuo, and the residue was purified by silica gel chromatography (3% methanol/chloroform) to give the subject compound (73 mg, yield 28%). Run at time 5 hour. Reaction SMILES: [Br:1][C:2]1[C:3]([CH3:14])=[CH:4][C:5]([CH:8]([OH:13])[C:9]([F:12])([F:11])[F:10])=[N:6][CH:7]=1.ClCCl.CC(OI1(OC(C)=O)(OC(C)=O)OC(=O)C2C=CC=CC1=2)=[O:20].S([O-])([O-])(=O)=S.[Na+].[Na+]>>[Br:1][C:2]1[C:3]([CH3:14])=[CH:4][C:5]([C:8]([OH:20])([OH:13])[C:9]([F:10])([F:11])[F:12])=[N:6][CH:7]=1 |f:3.4.5|. Yields the product BrC=1C(=CC(=NC1)C(C(F)(F)F)(O)O)C (1-(5-bromo-4-methylpyridin-2-yl)-2,2,2-trifluoroethane-1,1-diol). The reactants are BrC=1C(=CC(=NC1)C(C(F)(F)F)O)C (1-(5-bromo-4-methylpyridin-2-yl)-2,2,2-trifluoro-ethanol), ClCCl (dichloromethane), CC(=O)OI1(C=2C=CC=CC2C(=O)O1)(OC(=O)C)OC(=O)C (Dess-Martin periodinane), aqueous solution, S(=S)(=O)([O-])[O-].[Na+].[Na+] (sodium thiosulfate). Procedure details: To a solution of 1-(5-bromo-4-methylpyridin-2-yl)-2,2,2-trifluoro-ethanol (345 mg; 1.2775 mmol) in dichloromethane (10 mL; 156.0 mmol) was added Dess-Martin periodinane (0.7313 g; 1.672 mmol). The reaction mixture was stirred at room temperature for 5 hours. 20 mL of a 10% aqueous solution of sodium thiosulfate was added and the reaction stirred for an additional 10 minutes. The reaction mixture was washed with 2 M aqueous sodium carbonate, dried over MgSO4, filtered, and concentrated. The crude... Reactants: C(=O)C1N(CCC1)C(=O)OC(C)(C)C (tert-butyl 2-formylpyrrolidine-1-carboxylate), C(=O)(OCC)C=P(C1=CC=CC=C1)(C1=CC=CC=C1)C1=CC=CC=C1 ((carbethoxymethylene)triphenylphosphorane). Run in C1CCOC1 (THF). The product is C(C)OC(C=CC1N(CCC1)C(=O)OC(C)(C)C)=O (tert-butyl 2-(3-ethoxy-3-oxoprop-1-enyl)pyrrolidine-1-carboxylate). The yield is 74.3%. RXN SMILES: [CH:1]([CH:3]1[CH2:7][CH2:6][CH2:5][N:4]1[C:8]([O:10][C:11]([CH3:14])([CH3:13])[CH3:12])=[O:9])=O.[C:15]([CH:20]=P(C1C=CC=CC=1)(C1C=CC=CC=1)C1C=CC=CC=1)([O:17][CH2:18][CH3:19])=[O:16]>C1COCC1>[CH2:18]([O:17][C:15](=[O:16])[CH:20]=[CH:1][CH:3]1[CH2:7][CH2:6][CH2:5][N:4]1[C:8]([O:10][C:11]([CH3:14])([CH3:13])[CH3:12])=[O:9])[CH3:19]. Reported procedure: A solution of tert-butyl 2-formylpyrrolidine-1-carboxylate (4 g, 20 mmol) and (carbethoxymethylene)triphenylphosphorane (7 g, 20 mmol) in THF was stirred at room temperature for 2 hr. Then the mixture was concentrated and purified by column chromatography to give 4 g of desired product. MS (ESI): 270 (MH+).